Dataset: the Open Reaction Database (ORD), a public repository of structured organic reaction records. Task: describe an organic reaction: reactants, conditions, products, and yield Starting materials: CC[SiH](CC)CC, CCc1ccc(C(=O)c2ccc(OC)cc2)cc1, CC#N, ClCCl. The product is CCc1ccc(Cc2ccc(OC)cc2)cc1. RXN SMILES: [CH2:19]([SiH:20]([CH2:21][CH3:22])[CH2:23][CH3:24])[CH3:25].[CH2:1]([CH3:2])[c:3]1[cH:4][cH:5][c:6]([C:9](=[O:10])[c:11]2[cH:12][cH:13][c:14]([O:17][CH3:18])[cH:15][cH:16]2)[cH:7][cH:8]1.[CH3:26][C:27]#[N:28].[Cl:29][CH2:30][Cl:31]>>[CH2:1]([CH3:2])[c:3]1[cH:4][cH:5][c:6]([CH2:9][c:11]2[cH:12][cH:13][c:14]([O:17][CH3:18])[cH:15][cH:16]2)[cH:7][cH:8]1. Starting materials: C1(C=CC(N1C1=CC=C(C=C1)CC(=O)O)=O)=O (p-maleinimidophenylacetic acid), C(C(=O)Cl)(=O)Cl (oxalic acid dichloride). Run in ClCCl (dichloromethane). Reaction conditions: temperature 35 celsius, time 15 hour. The product is C1(C=CC(N1C1=CC=C(C=C1)CC(=O)Cl)=O)=O (p-Maleinimidophenylacetic acid chloride). The yield is 59.0%. As a reaction SMILES: [C:1]1(=[O:17])[N:5]([C:6]2[CH:11]=[CH:10][C:9]([CH2:12][C:13](O)=[O:14])=[CH:8][CH:7]=2)[C:4](=[O:16])[CH:3]=[CH:2]1.C(Cl)(=O)C([Cl:21])=O>ClCCl>[C:1]1(=[O:17])[N:5]([C:6]2[CH:11]=[CH:10][C:9]([CH2:12][C:13]([Cl:21])=[O:14])=[CH:8][CH:7]=2)[C:4](=[O:16])[CH:3]=[CH:2]1. Procedure: 1.0 g (4.33 mmol) of p-maleinimidophenylacetic acid were suspended in 25 ml of dichloromethane and diluted with a 2.5-fold excess of oxalic acid dichloride (1.37 g, 945 μl; 10.82 mmol). The reaction mixture was heated to 30-40° C. with the exclusion of moisture and stirred for 15 h. Then the solvent was removed under a vacuum and dried under a high vacuum. Crystallization from toluene yielded a yellow powder (yield: 59%); melting point: 154° C.; Rf-value: 0.29 (acetic ester/hexane 4/1) Starting materials: O (water), C(C1=CC=CC=C1)OC([C@H]1N(CCC1)C(CCCCC)=O)=O (N-hexanoyl-L-proline benzyl ester). Reagents/catalysts: [Pd] (Pd-C). Solvent: CO (methanol). Conditions: time 1.5 hour. The product is C(CCCCC)(=O)N1[C@H](C(=O)O)CCC1 (N-hexanoyl-L-proline). Yield: 97.8%. Reaction SMILES: O.C([O:9][C:10](=[O:23])[C@@H:11]1[CH2:15][CH2:14][CH2:13][N:12]1[C:16](=[O:22])[CH2:17][CH2:18][CH2:19][CH2:20][CH3:21])C1C=CC=CC=1>[Pd].CO>[C:16]([N:12]1[CH2:13][CH2:14][CH2:15][C@H:11]1[C:10]([OH:23])=[O:9])(=[O:22])[CH2:17][CH2:18][CH2:19][CH2:20][CH3:21]. Procedure details: 10% Pd-C (3.00 g) was added to a 1% water-containing methanol solution (200 ml) of N-hexanoyl-L-proline benzyl ester (25.61 g), and the mixture was stirred under a hydrogen atmosphere at room temperature for 1.5 hours. After the catalyst was filtered off, the filtrate was concentrated to obtain 17.61 g of N-hexanoyl-L-proline. The reactants are [Cl-].[NH4+] (ammonium chloride), C(C)(C)(C)C1=C(C(=CC=C1)C)O (2-tert-butyl-6-methylphenol), [H-].[Na+] (NaH), C(OC)Cl (MOMCl). Solvent: C(C)(=O)OCC (ethyl acetate), C1CCOC1 (THF), CCCCCC (hexane), C1CCOC1 (THF). Conditions: time 10 minute. The product is C(C)(C)(C)C=1C(=C(C=CC1)C)OCOC (3-tert-Butyl-2-methoxymethoxy-toluene). The yield is 98.4%. RXN SMILES: [H-].[Na+].[C:3]([C:7]1[CH:12]=[CH:11][CH:10]=[C:9]([CH3:13])[C:8]=1[OH:14])([CH3:6])([CH3:5])[CH3:4].[CH2:15](Cl)[O:16][CH3:17].[Cl-].[NH4+]>CCCCCC.C1COCC1.C(OCC)(=O)C>[C:3]([C:7]1[C:8]([O:14][CH2:15][O:16][CH3:17])=[C:9]([CH3:13])[CH:10]=[CH:11][CH:12]=1)([CH3:6])([CH3:5])[CH3:4] |f:0.1,4.5|. Reported procedure: NaH (60% in mineral oil, 4.5 g, 0.12 mol) is washed twice with hexane (50 ml) and added with THF (75 ml), and the mixture was cooled to below 10° C. A solution of 2-tert-butyl-6-methylphenol 42 (16.4 g, 0.1 mol) in THF (60 ml) was then dropwise and slowly added, and the mixture was stirred for 10 minutes under the same conditions. The mixture was then dropwise added with MOMCl (9.1 ml, 0.12 mol), warmed to room temperature, and the reaction mixture was added with saturated aqueous ammonium chlor...